Dataset: the Open Reaction Database (ORD), a public repository of structured organic reaction records. Task: describe an organic reaction: reactants, conditions, products, and yield The reactants are C(=O)C1=CC=C(C(=O)OC)C=C1 (Methyl 4-formylbenzoate), C([O-])([O-])=O.[K+].[K+] (potassium carbonate), C1(=CC=C(C=C1)S(=O)(=O)C[N+]#[C-])C (p-toluenesulfonylmethyl isocyanide). Solvent: CO (methanol). The product is O1C=NC=C1C1=CC=C(C(=O)OC)C=C1 (methyl 4-(1,3-oxazol-5-yl)benzoate). Isolated yield 79.9%. RXN SMILES: [CH:1]([C:3]1[CH:12]=[CH:11][C:6]([C:7]([O:9][CH3:10])=[O:8])=[CH:5][CH:4]=1)=[O:2].C(=O)([O-])[O-].[K+].[K+].C1(C)C=CC(S([CH2:28][N+:29]#[C-:30])(=O)=O)=CC=1>CO>[O:2]1[C:1]([C:3]2[CH:12]=[CH:11][C:6]([C:7]([O:9][CH3:10])=[O:8])=[CH:5][CH:4]=2)=[CH:30][N:29]=[CH:28]1 |f:1.2.3|. Reported procedure: Methyl 4-formylbenzoate (Aldrich Chemical Co., St. Louis, Mo.) (5.0 g, 30.5 mmol), anhydrous potassium carbonate (4.55 g, 33 mmol) and p-toluenesulfonylmethyl isocyanide (TOSMIC, Aldrich Chemical Co.) (6.83 g, 30.5 mmol) were refluxed in methanol (100 ml) for 3.5 hours The mixture was then concentrated to dryness in vacuo. The residue was dissolved in ethyl acetate, washed twice with water, dried and concentrated in vacuo to give methyl 4-(1,3-oxazol-5-yl)benzoate as a beige solid (4.95 g). The reactants are Example B 2, C(C)(=O)NC(C(=O)C1=CC=CC=C1)=O (phenylglyoxylic acid N-acetylamide), ( a ), C(C)(=O)NC(C(=O)C(C)(C)C)=O (trimethylpyruvic acid N-acetylamide). Product: C1(=CC=CC=C1)C(C(=O)O)=O (phenylglyoxylic acid). Yield: 89.3%. RXN SMILES: C(NC(=O)C(C(C)(C)C)=O)(=[O:3])C.C(N[C:17](=[O:26])[C:18]([C:20]1[CH:25]=[CH:24][CH:23]=[CH:22][CH:21]=1)=[O:19])(=O)C>>[C:20]1([C:18](=[O:19])[C:17]([OH:26])=[O:3])[CH:21]=[CH:22][CH:23]=[CH:24][CH:25]=1. Procedure details: The procedure followed is as described in Example B 2. (a), but instead of trimethylpyruvic acid N-acetylamide, the equivalent amount (0.1 mole) of phenylglyoxylic acid N-acetylamide was employed. 13.4 g (89.3% of theory) of phenylglyoxylic acid were obtained. Reactants: Cl.CNC (dimethylamine hydrochloride), BrC/C=C/C(=O)OC (Methyl 4-bromocrotonate), Cl (hydrogen chloride). Product: CN(C/C=C/C(=O)OC)C ((E)-methyl 4-(dimethylamino)but-2-enoate). Reported procedure: Trithylamine (37.5 ml, 0.27 mol, 2.8 equiv) was dissolved in THF (100 ml), and dimethylamine hydrochloride (9.3 g, 0.114 mol, 1.2 equiv) was added. Methyl 4-bromocrotonate (20 g, 85% purity, 0.095 mol, 1.00 equiv) in 100 ml of THF was added drop-wise to the resulting solution at room temperature while stirring. The reaction mixture was allowed to react overnight at room temperature. The reaction mixture was filtered, and the filtrate was evaporated under reduced pressure to give yellow oil. The ... Yield: 52.2%. Run in C1CCOC1 (THF), C1CCOC1 (THF), C(C)(C)O (isopropanol). RXN SMILES: Cl.[CH3:2][NH:3][CH3:4].Br[CH2:6]/[CH:7]=[CH:8]/[C:9]([O:11][CH3:12])=[O:10].Cl>C1COCC1.C(O)(C)C>[CH3:2][N:3]([CH3:4])[CH2:6]/[CH:7]=[CH:8]/[C:9]([O:11][CH3:12])=[O:10] |f:0.1|. Reactants: COC(=O)C=1N(C=C(C1)F)CC(=O)C1=CC=C(C=C1)C(C)(C)C (1-[2-(4-tert-butyl-phenyl)-2-oxo-ethyl]-4-fluoro-1H-pyrrole-2-carboxylic acid methyl ester), C(C)(=O)[O-].[NH4+] (ammonium acetate), O (water). Run in C(C)(=O)O (acetic acid). Yields the product C(C)(C)(C)C1=CC=C(C=C1)C=1NC(C=2N(C1)C=C(C2)F)=O (3-(4-tert-butyl-phenyl)-7-fluoro-2H-pyrrolo[1,2-a]pyrazin-1-one). As a reaction SMILES: C[O:2][C:3]([C:5]1[N:6]([CH2:11][C:12]([C:14]2[CH:19]=[CH:18][C:17]([C:20]([CH3:23])([CH3:22])[CH3:21])=[CH:16][CH:15]=2)=O)[CH:7]=[C:8]([F:10])[CH:9]=1)=O.C([O-])(=O)C.[NH4+:28].O>C(O)(=O)C>[C:20]([C:17]1[CH:18]=[CH:19][C:14]([C:12]2[NH:28][C:3](=[O:2])[C:5]3[N:6]([CH:7]=[C:8]([F:10])[CH:9]=3)[CH:11]=2)=[CH:15][CH:16]=1)([CH3:23])([CH3:22])[CH3:21] |f:1.2|. Procedure: A solution of 52.4 mg (0.165 mmol) 1-[2-(4-tert-butyl-phenyl)-2-oxo-ethyl]-4-fluoro-1H-pyrrole-2-carboxylic acid methyl ester and 382 mg (4.95 mmol) ammonium acetate in 0.5 ml acetic acid is stirred for 18 hours at 110° C. The reaction mixture is allowed to cool to room temperature and excess water is added. The resulting precipitate is filtered off, washed with water and dried. It is chromatographed on a silica gel column with cyclohexane/ethyl acetate as eluent to give 3-(4-tert-butyl-phenyl)-... The reactants are CC1(CCCCC1)COC=1C=C(C=O)C=CC1 (3-(1-methyl-cyclohexylmethoxy)-benzaldehyde), S1C(NC(C1)=O)=O (2,4-thiazolidinedione), N1CCCCC1 (piperidine). Run in CCO (EtOH). The product is CC1(CCCCC1)COC=1C=C(C=C2C(NC(S2)=O)=O)C=CC1 (5-[3-(1-Methyl-cyclohexylmethoxy)-benzylidene]-thiazolidine-2,4-dione). The yield is 67.0%. Reaction SMILES: [CH3:1][C:2]1([CH2:8][O:9][C:10]2[CH:11]=[C:12]([CH:15]=[CH:16][CH:17]=2)[CH:13]=O)[CH2:7][CH2:6][CH2:5][CH2:4][CH2:3]1.[S:18]1[CH2:22][C:21](=[O:23])[NH:20][C:19]1=[O:24].N1CCCCC1>CCO>[CH3:1][C:2]1([CH2:8][O:9][C:10]2[CH:11]=[C:12]([CH:15]=[CH:16][CH:17]=2)[CH:13]=[C:22]2[S:18][C:19](=[O:24])[NH:20][C:21]2=[O:23])[CH2:7][CH2:6][CH2:5][CH2:4][CH2:3]1. Procedure: A mixture consisting of compound v (0.5 mmol), 2,4-thiazolidinedione (0.6 mmol) and catalytic amounts of piperidine was refluxed in EtOH (5 mL) for 24 h and then concentrated. The oily product was dissolved in ethyl acetate, poured into water and acidified with AcOH. The solution was extracted with ethyl acetate, dried and concentrated. The residue was purified by silica gel chromatography, providing compound 1 in 67% yield. 1H NMR (300 MHz, CDCl3) δ 1.04 (s, 3H), 1.46-1.56 (m, 10H), 3.69 (s, 2H... Reaction SMILES: [CH3:17][OH:18].[CH3:6][n:7]1[c:8]([N+:14](=[O:15])[O-:16])[n:9][cH:10][c:11]1[CH:12]=[O:13].[OH:1][CH2:2][CH2:3][NH:4][NH2:5]>>[OH:1][CH2:2][CH2:3][NH:4][N:5]=[CH:12][c:11]1[n:7]([CH3:6])[c:8]([N+:14](=[O:15])[O-:16])[n:9][cH:10]1. The reactants are CO, Cn1c(C=O)cnc1[N+](=O)[O-], NNCCO. The product is Cn1c(C=NNCCO)cnc1[N+](=O)[O-].